From a dataset of the Open Reaction Database (ORD), a public repository of structured organic reaction records. describe an organic reaction: reactants, conditions, products, and yield Reported procedure: To a solution of diphenylmethyl (S)-3-[(2S,3R,4R,5S)-2,3,4,6-tetrahydroxy-5-(L-leucyl)aminohexanoyl]amino-3-phenylpropionate (246 mg) in methanol (1 ml) was added 1N hydrochloric acid (0.396 ml) at room temperature. Concentration gave a residue, which was recrystallized from methanol-diethylether to afford the title compound (180 mg). Run in CO (methanol). Yields the product Cl.O[C@H](C(=O)N[C@@H](CC(=O)OC(C1=CC=CC=C1)C1=CC=CC=C1)C1=CC=CC=C1)[C@@H]([C@@H]([C@H](CO)NC([C@@H](N)CC(C)C)=O)O)O (diphenylmethyl (S)-3-[(2S,3R,4R,5S)-2,3,4,6-tetrahydroxy-5-(L-leucyl)aminohexanoyl]amino-3-phenylpropionate hydrochloride). RXN SMILES: [OH:1][C@@H:2]([C@H:30]([OH:45])[C@H:31]([OH:44])[C@@H:32]([NH:35][C:36](=[O:43])[C@H:37]([CH2:39][CH:40]([CH3:42])[CH3:41])[NH2:38])[CH2:33][OH:34])[C:3]([NH:5][C@H:6]([C:24]1[CH:29]=[CH:28][CH:27]=[CH:26][CH:25]=1)[CH2:7][C:8]([O:10][CH:11]([C:18]1[CH:23]=[CH:22][CH:21]=[CH:20][CH:19]=1)[C:12]1[CH:17]=[CH:16][CH:15]=[CH:14][CH:13]=1)=[O:9])=[O:4].[ClH:46]>CO>[ClH:46].[OH:1][C@@H:2]([C@H:30]([OH:45])[C@H:31]([OH:44])[C@@H:32]([NH:35][C:36](=[O:43])[C@H:37]([CH2:39][CH:40]([CH3:41])[CH3:42])[NH2:38])[CH2:33][OH:34])[C:3]([NH:5][C@H:6]([C:24]1[CH:25]=[CH:26][CH:27]=[CH:28][CH:29]=1)[CH2:7][C:8]([O:10][CH:11]([C:18]1[CH:23]=[CH:22][CH:21]=[CH:20][CH:19]=1)[C:12]1[CH:13]=[CH:14][CH:15]=[CH:16][CH:17]=1)=[O:9])=[O:4] |f:3.4|. The reactants are O[C@H](C(=O)N[C@@H](CC(=O)OC(C1=CC=CC=C1)C1=CC=CC=C1)C1=CC=CC=C1)[C@@H]([C@@H]([C@H](CO)NC([C@@H](N)CC(C)C)=O)O)O (diphenylmethyl (S)-3-[(2S,3R,4R,5S)-2,3,4,6-tetrahydroxy-5-(L-leucyl)aminohexanoyl]amino-3-phenylpropionate), Cl (hydrochloric acid). The reactants are NC(=O)N (urea), NC(=O)N (urea), C(=O)=O (dry ice), NC(=O)N (urea), S(O)(O)(=O)=O (sulfuric acid), NC(=O)N.S(O)(O)(=O)=O (urea sulfuric acid), S(O)(O)(=O)=O (sulfuric acid), S(O)(O)(=O)=O (sulfuric acid), NC(=O)N (urea). The solvent is O (water). Run at temperature 100 celsius. The product is C1(=O)NNC(=O)NN1.S(O)(O)(=O)=O (diurea sulfuric acid). Reaction SMILES: [NH2:1][C:2]([NH2:4])=[O:3].[S:5](=[O:9])(=[O:8])([OH:7])[OH:6].C(=O)=O.[NH2:13][C:14]([NH2:16])=[O:15].S(=O)(=O)(O)O>O>[C:2]1([NH:4][NH:16][C:14](=[O:15])[NH:13][NH:1]1)=[O:3].[S:5](=[O:7])(=[O:6])([OH:9])[OH:8] |f:3.4,6.7|. Reported procedure: One kilogram of anhydrous diurea-sulfuric acid adduct is prepared by reacting anhydrous solid urea with chilled fuming sulfuric acid in a flask emersed in a dry ice bath. Four hundred and fifty grams of fuming sulfuric acid are placed in the flask suspended in the dry ice bath and are allowed to cool. 550 grams of anhydrous urea prills are then gradually added over a period of approximately 30 minutes while constantly monitoring the temperature of the reaction phase. The rate of urea addition is... Starting materials: C(OCC)(=O)Cl (Ethyl chlorocarbonate), C(C)(C)(C)OC(=O)N1C(COCC1)C(=O)O (morpholine-3, 4-dicarboxylic acid 4-tert-butyl ester), C(C)(C)N(CC)C(C)C (diisopropylethylamine), [BH4-].[Na+] (Sodium tetrahydroborate). Run in C1CCOC1 (THF), CO (methanol). Product: OCC1N(CCOC1)C(=O)OC(C)(C)C (tert-butyl 3-(hydroxymethyl)morpholine-4-carboxylate). Yield: 74.2%. RXN SMILES: C(Cl)(=O)OCC.[C:7]([O:11][C:12]([N:14]1[CH2:19][CH2:18][O:17][CH2:16][CH:15]1[C:20](O)=[O:21])=[O:13])([CH3:10])([CH3:9])[CH3:8].C(N(C(C)C)CC)(C)C.[BH4-].[Na+]>CO.C1COCC1>[OH:21][CH2:20][CH:15]1[CH2:16][O:17][CH2:18][CH2:19][N:14]1[C:12]([O:11][C:7]([CH3:10])([CH3:9])[CH3:8])=[O:13] |f:3.4|. Procedure details: Ethyl chlorocarbonate (149 μL; TCI) was added to a THF (8 mL) solution of morpholine-3, 4-dicarboxylic acid 4-tert-butyl ester (300 mg; Ast) and diisopropylethylamine (560 μL; WAKO) with ice cooling and the resulting mixture was stirred at room temperature for 1 and half hours. Sodium tetrahydroborate (197 mg; WAKO) was added at room temperature, the resulting mixture was stirred for 15 minutes followed by the addition of methanol (1.2 mL) with ice cooling, and the resulting mixture was stirred ... Starting materials: [BH4-], CC1C(OCC(C)(C)C)OCC(C(O)C(Cc2cc(F)cc(OCc3ccccc3)c2)[N+](=O)[O-])N1C(=O)OC(C)(C)C, CO, [Na+], Cl[Ni]Cl. Product: CC1C(OCC(C)(C)C)OCC(C(O)C(N)Cc2cc(F)cc(OCc3ccccc3)c2)N1C(=O)OC(C)(C)C. Reaction SMILES: [BH4-:1].[C:3]([CH3:4])([CH3:5])([CH3:6])[O:7][C:8](=[O:9])[N:10]1[CH:11]([CH3:44])[CH:12]([O:38][CH2:39][C:40]([CH3:41])([CH3:42])[CH3:43])[O:13][CH2:14][CH:15]1[CH:16]([CH:17]([CH2:18][c:19]1[cH:20][c:21]([O:26][CH2:27][c:28]2[cH:29][cH:30][cH:31][cH:32][cH:33]2)[cH:22][c:23]([F:25])[cH:24]1)[N+:34]([O-:35])=[O:36])[OH:37].[CH3:45][OH:46].[Na+:2].[Ni:47]([Cl:48])[Cl:49]>>[C:3]([CH3:4])([CH3:5])([CH3:6])[O:7][C:8](=[O:9])[N:10]1[CH:11]([CH3:44])[CH:12]([O:38][CH2:39][C:40]([CH3:41])([CH3:42])[CH3:43])[O:13][CH2:14][CH:15]1[CH:16]([CH:17]([CH2:18][c:19]1[cH:20][c:21]([O:26][CH2:27][c:28]2[cH:29][cH:30][cH:31][cH:32][cH:33]2)[cH:22][c:23]([F:25])[cH:24]1)[NH2:34])[OH:37]. Starting materials: C1(=CC=CS1)C(=O)C1=C(C=C2N1CCCC2C(=O)OC(C)C)C (isopropyl 3-(2-thenoyl)-2-methyl-5,6,7,8-tetrahydropyrrolo[1,2-a]pyridine-8-carboxylate), CO (methanol), C([O-])([O-])=O.[K+].[K+] (potassium carbonate). Solvent: O (water). Product: C1(=CC=CS1)C(=O)C1=C(C=C2N1CCCC2C(=O)O)C (3-(2-thenoyl)-2-methyl-5,6,7,8-tetrahydropyrrolo[1,2-a]pyridine-8-carboxylic acid). As a reaction SMILES: [C:1]1([C:6]([C:8]2[N:12]3[CH2:13][CH2:14][CH2:15][CH:16]([C:17]([O:19]C(C)C)=[O:18])[C:11]3=[CH:10][C:9]=2[CH3:23])=[O:7])[S:5][CH:4]=[CH:3][CH:2]=1.CO.C(=O)([O-])[O-].[K+].[K+]>O>[C:1]1([C:6]([C:8]2[N:12]3[CH2:13][CH2:14][CH2:15][CH:16]([C:17]([OH:19])=[O:18])[C:11]3=[CH:10][C:9]=2[CH3:23])=[O:7])[S:5][CH:4]=[CH:3][CH:2]=1 |f:2.3.4|. Procedure details: A solution of 900 mg. of isopropyl 3-(2-thenoyl)-2-methyl-5,6,7,8-tetrahydropyrrolo[1,2-a]pyridine-8-carboxylate in 15 ml. of methanol is treated with a solution of 125 g. of potassium carbonate in 10 ml. of water. The reaction mixture is refluxed under nitrogen atmosphere for 3 hours, cooled, and evaporated to dryness. The residue is taken up in 50 ml. of water, cooled to 0° and made acidic with 10% aqueous hydrochloric acid. The resultant mixture is extracted with ethyl acetate (3×50 ml.). The... Starting materials: O=C(Cl)OCc1ccccc1, CCOC(C)=O, Cl, NC1COc2ccccc2NC1=O, O. Yields the product O=C(NC1COc2ccccc2NC1=O)OCc1ccccc1. RXN SMILES: [CH2:21]([c:22]1[cH:23][cH:24][cH:25][cH:26][cH:27]1)[O:28][C:29](=[O:30])[Cl:31].[CH3:1][CH2:2][O:3][C:4](=[O:5])[CH3:6].[ClH:7].[NH2:8][CH:9]1[CH2:10][O:11][c:12]2[c:13]([cH:17][cH:18][cH:19][cH:20]2)[NH:14][C:15]1=[O:16].[OH2:32]>>[NH:8]([CH:9]1[CH2:10][O:11][c:12]2[c:13]([cH:17][cH:18][cH:19][cH:20]2)[NH:14][C:15]1=[O:16])[C:29]([O:28][CH2:21][c:22]1[cH:23][cH:24][cH:25][cH:26][cH:27]1)=[O:30]. Reactants: O (water), C(C)(C)(C)OC(C(=O)OC)C1=C(C2=C(C(N1C)=O)NC=C2)C2=CC=C(C=C2)C (methyl 2-(tert-butoxy)-2-(6-methyl-7-oxo-4-(p-tolyl)-6,7-dihydro-1H-pyrrolo[2,3-c]pyridin-5-yl)acetate), BrCC1=CC=2C(=NON2)C=C1 (5-(bromomethyl)benzo[c][1,2,5]oxadiazole), C([O-])([O-])=O.[Cs+].[Cs+] (cesium carbonate). The solvent is C(C)#N (Acetonitrile). Reaction conditions: temperature 70 celsius, time 2 hour. The product is N=1ON=C2C1C=CC(=C2)CN2C=CC1=C2C(N(C(=C1C1=CC=C(C=C1)C)C(C(=O)OC)OC(C)(C)C)C)=O (methyl 2-(1-(benzo[c][1,2,5]oxadiazol-5-ylmethyl)-6-methyl-7-oxo-4-(p-tolyl)-6,7-dihydro-1H-pyrrolo[2,3-c]pyridin-5-yl)-2-(tert-butoxy)acetate). Reaction SMILES: [C:1]([O:5][CH:6]([C:11]1[N:16]([CH3:17])[C:15](=[O:18])[C:14]2[NH:19][CH:20]=[CH:21][C:13]=2[C:12]=1[C:22]1[CH:27]=[CH:26][C:25]([CH3:28])=[CH:24][CH:23]=1)[C:7]([O:9][CH3:10])=[O:8])([CH3:4])([CH3:3])[CH3:2].Br[CH2:30][C:31]1[CH:39]=[CH:38][C:34]2=[N:35][O:36][N:37]=[C:33]2[CH:32]=1.C(=O)([O-])[O-].[Cs+].[Cs+].O>C(#N)C>[N:35]1[O:36][N:37]=[C:33]2[CH:32]=[C:31]([CH2:30][N:19]3[C:14]4[C:15](=[O:18])[N:16]([CH3:17])[C:11]([CH:6]([O:5][C:1]([CH3:4])([CH3:3])[CH3:2])[C:7]([O:9][CH3:10])=[O:8])=[C:12]([C:22]5[CH:27]=[CH:26][C:25]([CH3:28])=[CH:24][CH:23]=5)[C:13]=4[CH:21]=[CH:20]3)[CH:39]=[CH:38][C:34]=12 |f:2.3.4|. Procedure: A solution of methyl 2-(tert-butoxy)-2-(6-methyl-7-oxo-4-(p-tolyl)-6,7-dihydro-1H-pyrrolo[2,3-c]pyridin-5-yl)acetate (10 mg, 0.026 mmol) and 5-(bromomethyl)benzo[c][1,2,5]oxadiazole (22.28 mg, 0.105 mmol) in Acetonitrile (1 mL) was treated with cesium carbonate (34.1 mg, 0.105 mmol) and the resultant was stirred at 70° C. for 2 hours. The mixture was cooled to ambient temperature, water was added and the mixture was extracted with ethyl acetate. The combined extracts were washed with brine, drie... Starting materials: CCCN(CCC)C1CCc2cccc(Br)c2C1, [Li]CCCC, CCCCCC, CN(C)C=O, C1CCOC1, O. Yields the product CCCN(CCC)C1CCc2cccc(C=O)c2C1. As a reaction SMILES: [Br:1][c:2]1[cH:3][cH:4][cH:5][c:6]2[c:11]1[CH2:10][CH:9]([N:12]([CH2:13][CH2:14][CH3:15])[CH2:16][CH2:17][CH3:18])[CH2:8][CH2:7]2.[CH2:19]([Li:20])[CH2:21][CH2:22][CH3:23].[CH3:24][CH2:25][CH2:26][CH2:27][CH2:28][CH3:29].[CH3:30][N:31]([CH:32]=[O:33])[CH3:34].[O:35]1[CH2:36][CH2:37][CH2:38][CH2:39]1.[OH2:40]>>[c:2]1([CH:32]=[O:33])[cH:3][cH:4][cH:5][c:6]2[c:11]1[CH2:10][CH:9]([N:12]([CH2:13][CH2:14][CH3:15])[CH2:16][CH2:17][CH3:18])[CH2:8][CH2:7]2. Starting materials: ClC1=CC=C(C=C1)[C@@H]1N(C=2N(C(C(=CC2)C=O)=O)[C@@H]1C1=CC=C(C=C1)Cl)S(=O)(=O)C=1C=C(C#N)C=CC1 (rac-3-[cis-2,3-bis-(4-chloro-phenyl)-6-formyl-5-oxo-2,3-dihydro-5H-imidazo[1,2-a]pyridine-1-sulfonyl]-benzonitrile), N1CCOCC1 (Morpholine). Procedure: rac-3-[cis-2,3-Bis-(4-chloro-phenyl)-6-morpholin-4-ylmethyl-5-oxo-2,3-dihydro-5H-imidazo[1,2-a]pyridine-1-sulfonyl]-benzonitrile was prepared according to general method E by reaction of rac-3-[cis-2,3-bis-(4-chloro-phenyl)-6-formyl-5-oxo-2,3-dihydro-5H-imidazo[1,2-a]pyridine-1-sulfonyl]-benzonitrile with Morpholine. The compound was isolated by preparative HPLC. The expected product was characterized by LC/MS (M+H) where the mass was observed as 621.06; the expected mass is 620. LC/MS indicated... The product is ClC1=CC=C(C=C1)[C@@H]1N(C=2N(C(C(=CC2)CN2CCOCC2)=O)[C@@H]1C1=CC=C(C=C1)Cl)S(=O)(=O)C=1C=C(C#N)C=CC1 (rac-3-[cis-2,3-Bis-(4-chloro-phenyl)-6-morpholin-4-ylmethyl-5-oxo-2,3-dihydro-5H-imidazo[1,2-a]pyridine-1-sulfonyl]-benzonitrile), expected product. Reaction SMILES: [Cl:1][C:2]1[CH:7]=[CH:6][C:5]([C@H:8]2[C@@H:19]([C:20]3[CH:25]=[CH:24][C:23]([Cl:26])=[CH:22][CH:21]=3)[N:11]3[C:12](=[O:18])[C:13]([CH:16]=O)=[CH:14][CH:15]=[C:10]3[N:9]2[S:27]([C:30]2[CH:31]=[C:32]([CH:35]=[CH:36][CH:37]=2)[C:33]#[N:34])(=[O:29])=[O:28])=[CH:4][CH:3]=1.[NH:38]1[CH2:43][CH2:42][O:41][CH2:40][CH2:39]1>>[Cl:1][C:2]1[CH:3]=[CH:4][C:5]([C@H:8]2[C@@H:19]([C:20]3[CH:25]=[CH:24][C:23]([Cl:26])=[CH:22][CH:21]=3)[N:11]3[C:12](=[O:18])[C:13]([CH2:16][N:38]4[CH2:43][CH2:42][O:41][CH2:40][CH2:39]4)=[CH:14][CH:15]=[C:10]3[N:9]2[S:27]([C:30]2[CH:31]=[C:32]([CH:35]=[CH:36][CH:37]=2)[C:33]#[N:34])(=[O:28])=[O:29])=[CH:6][CH:7]=1.